Dataset: the Open Reaction Database (ORD), a public repository of structured organic reaction records. Task: describe an organic reaction: reactants, conditions, products, and yield The reactants are ClCCl, COC(=O)N1CCC(Oc2ncnc3c2CCN3c2ccc(S(C)(=O)=O)cc2F)CC1, O=C(O)C(F)(F)F. Product: CS(=O)(=O)c1ccc(N2CCc3c(OC4CCNCC4)ncnc32)c(F)c1, O=C(O)C(F)(F)F. RXN SMILES: [Cl:39][CH2:40][Cl:41].[F:1][c:2]1[c:3]([N:12]2[CH2:13][CH2:14][c:15]3[c:16]2[n:17][cH:18][n:19][c:20]3[O:21][CH:22]2[CH2:23][CH2:24][N:25]([C:28]([O:29][CH3:30])=[O:31])[CH2:26][CH2:27]2)[cH:4][cH:5][c:6]([S:8](=[O:9])(=[O:10])[CH3:11])[cH:7]1.[F:32][C:33]([C:34](=[O:35])[OH:36])([F:37])[F:38]>>[F:1][c:2]1[c:3]([N:12]2[CH2:13][CH2:14][c:15]3[c:16]2[n:17][cH:18][n:19][c:20]3[O:21][CH:22]2[CH2:23][CH2:24][NH:25][CH2:26][CH2:27]2)[cH:4][cH:5][c:6]([S:8](=[O:9])(=[O:10])[CH3:11])[cH:7]1.[F:32][C:33]([C:34](=[O:35])[OH:36])([F:37])[F:38]. Starting materials: C (charcoal), NC=1SC2=C(N1)C=CC(=C2)Br (2-amino-6-bromobenzothiazole). Run in Cl (hydrochloric acid). The product is BrC1=CC=C(C=C1)NC(=S)N (4-bromophenylthiourea). Reaction SMILES: C.[NH2:2][C:3]1[S:4][C:5]2[CH:11]=[C:10]([Br:12])[CH:9]=[CH:8][C:6]=2[N:7]=1>Cl>[Br:12][C:10]1[CH:9]=[CH:8][C:6]([NH:7][C:3]([NH2:2])=[S:4])=[CH:5][CH:11]=1. Procedure details: 190 Parts of sulfuryl chloride were added homogeneously within 4 hours at a temperature of 45°-50° C. with stirring to 231 parts of 4-bromophenylthiourea suspended in 1,200 parts of o-dichlorobenzene. After the gas development had ceased, the batch was cooled to about 20° C., the curde 2-amino-6-bromobenzothiazolium chloride precipitated was suction-filtered and washed with o-dichlorobenzene. The filter cake moist with the solvent was suspended in 1,000 parts of water, the adhering o-dichloroben... Starting materials: Br.BrCCNC(C1=CC=CC=C1)C (N-(2-bromoethyl)-α-methylbenzylamine hydrobromide), [Cl-].[Al+3].[Cl-].[Cl-] (aluminum chloride). Solvent: C1CCCC2CCCCC12 (decalin). Reaction conditions: temperature 140 celsius, time 40 minute. Product: CC1NCCC2=CC=CC=C12 (1-methyl-1,2,3,4-tetrahydroisoquinoline). Yield: 76.0%. RXN SMILES: Br.Br[CH2:3][CH2:4][NH:5][CH:6]([CH3:13])[C:7]1[CH:12]=[CH:11][CH:10]=[CH:9][CH:8]=1.[Cl-].[Al+3].[Cl-].[Cl-]>C1C2C(CCCC2)CCC1>[CH3:13][CH:6]1[C:7]2[C:12](=[CH:11][CH:10]=[CH:9][CH:8]=2)[CH2:3][CH2:4][NH:5]1 |f:0.1,2.3.4.5|. Procedure details: 50.0 g (161.8 mmole) of N-(2-bromoethyl)-α-methylbenzylamine hydrobromide produced in Example 5(2) above was suspended in 450 ml of decalin and then heated to 140° C. 64.70 g (485.4 mmole) of anhydrous aluminum chloride (AlCl3) was added thereto over 40 minutes. The reaction solution was stirred for a further 30 minutes at constant temperature, and then cooled to room temperature. The supernatant was removed and the lower layer was added to 800 g of ice-water with stirring. 150 ml of con. hydroc... Reactants: OC1=C(C=C(C=C1)C(C(=O)OC)C1CCCC1)CC(C)=C (Methyl 2-(4-hydroxy-3-methallylphenyl)-2-cyclopentyl-acetate), C(C)(=O)O (acetic acid). The reagents and catalysts are [Pd] (Pd/C). Run in CO (methanol). The product is OC1=C(C=C(C=C1)C(C(=O)OC)C1CCCC1)CC(C)C (Methyl 2-(4-hydroxy-3-isobutylphenyl)-2-cyclopentyl-acetate). RXN SMILES: [OH:1][C:2]1[CH:7]=[CH:6][C:5]([CH:8]([CH:13]2[CH2:17][CH2:16][CH2:15][CH2:14]2)[C:9]([O:11][CH3:12])=[O:10])=[CH:4][C:3]=1[CH2:18][C:19](=[CH2:21])[CH3:20].C(O)(=O)C>CO.[Pd]>[OH:1][C:2]1[CH:7]=[CH:6][C:5]([CH:8]([CH:13]2[CH2:17][CH2:16][CH2:15][CH2:14]2)[C:9]([O:11][CH3:12])=[O:10])=[CH:4][C:3]=1[CH2:18][CH:19]([CH3:21])[CH3:20]. Procedure details: 4 g (0.014 mol) of the compound from Example V are dissolved in 30 ml of methanol and 10 ml of acetic acid and hydrogenated at 5.3 bar using Pd/C as a catalyst. Reaction time: 2.5 h. After filtering off the catalyst, the solvent is evaporated in vacuo and a slightly yellowish oil is obtained. Product: CC(=O)NC(CSC(C)=O)C(=O)NCCSC(C)=O. RXN SMILES: [C:1]([CH3:2])(=[O:3])[NH:4][CH:5]([CH2:6][SH:7])[C:8](=[O:9])[NH:10][CH2:11][CH2:12][S:13][C:14]([CH3:15])=[O:16].[CH3:17][C:18](=[O:19])[O:20][C:21](=[O:22])[CH3:23].[Cl:30][CH2:31][Cl:32].[cH:24]1[cH:25][cH:26][n:27][cH:28][cH:29]1>>[C:1]([CH3:2])(=[O:3])[NH:4][CH:5]([CH2:6][S:7][C:18]([CH3:17])=[O:19])[C:8](=[O:9])[NH:10][CH2:11][CH2:12][S:13][C:14]([CH3:15])=[O:16]. Starting materials: CC(=O)NC(CS)C(=O)NCCSC(C)=O, CC(=O)OC(C)=O, ClCCl, c1ccncc1. Reactants: COC(=O)c1cccc([N+](=O)[O-])c1NCc1ccc(-c2ccccc2-c2nnnn2Cc2ccc(OC)cc2)cc1, CO, O, O, Cl[Sn]Cl. Yields the product COC(=O)c1cccc(N)c1NCc1ccc(-c2ccccc2-c2nnnn2Cc2ccc(OC)cc2)cc1. Reaction SMILES: [CH3:1][O:2][c:3]1[cH:4][cH:5][c:6]([CH2:7][n:8]2[n:9][n:10][n:11][c:12]2-[c:13]2[c:14](-[c:19]3[cH:20][cH:21][c:22]([CH2:25][NH:26][c:27]4[c:28]([C:29](=[O:30])[O:31][CH3:32])[cH:33][cH:34][cH:35][c:36]4[N+:37]([O-:38])=[O:39])[cH:23][cH:24]3)[cH:15][cH:16][cH:17][cH:18]2)[cH:40][cH:41]1.[CH3:47][OH:48].[OH2:42].[OH2:43].[Sn:44]([Cl:45])[Cl:46]>>[CH3:1][O:2][c:3]1[cH:4][cH:5][c:6]([CH2:7][n:8]2[n:9][n:10][n:11][c:12]2-[c:13]2[c:14](-[c:19]3[cH:20][cH:21][c:22]([CH2:25][NH:26][c:27]4[c:28]([C:29](=[O:30])[O:31][CH3:32])[cH:33][cH:34][cH:35][c:36]4[NH2:37])[cH:23][cH:24]3)[cH:15][cH:16][cH:17][cH:18]2)[cH:40][cH:41]1. Starting materials: S1C=NC2=C1C=C(C=C2)NC2=CC(=C(C=N2)C(N)=S)NC(C)C (6-(benzo[d]thiazol-6-ylamino)-4-(isopropylamino)pyridine-3-carbothioamide), CCOC(=O)C(=O)CBr (ethyl bromo pyruvate). The solvent is CN(C)C=O (DMF). Conditions: temperature 100 celsius. Yields the product S1C=NC2=C1C=C(C=C2)NC2=CC(=C(C=N2)C=2SC=C(N2)C(=O)OCC)NC(C)C (ethyl 2-(6-(benzo[d]thiazol-6-ylamino)-4-(isopropylamino)pyridin-3-yl)thiazole-4-carboxylate). As a reaction SMILES: [S:1]1[C:5]2[CH:6]=[C:7]([NH:10][C:11]3[N:16]=[CH:15][C:14]([C:17](=[S:19])[NH2:18])=[C:13]([NH:20][CH:21]([CH3:23])[CH3:22])[CH:12]=3)[CH:8]=[CH:9][C:4]=2[N:3]=[CH:2]1.[CH3:24][CH2:25][O:26][C:27]([C:29]([CH2:31]Br)=O)=[O:28]>CN(C=O)C>[S:1]1[C:5]2[CH:6]=[C:7]([NH:10][C:11]3[N:16]=[CH:15][C:14]([C:17]4[S:19][CH:31]=[C:29]([C:27]([O:26][CH2:25][CH3:24])=[O:28])[N:18]=4)=[C:13]([NH:20][CH:21]([CH3:23])[CH3:22])[CH:12]=3)[CH:8]=[CH:9][C:4]=2[N:3]=[CH:2]1. Reported procedure: 6-(benzo[d]thiazol-6-ylamino)-4-(isopropylamino)pyridine-3-carbothioamide (20) (30 mg, 0.08 mmol) and ethyl bromo pyruvate (0.17 mmol, 2 equiv.) were taken in DMF (5 mL) and heated at 100° C. for 3 h. The reaction mixture was then concentrated under reduced pressure to remove excess of DMF. The residue was diluted with EtOAc and washed with water. The aqueous layer was extracted with EtOAc twice. The organic layers were collected, dried over Na2SO4, filtered and concentrated. The crude material ... Reactants: ClCCNC(=O)NC1=CC=C(C=C1)SC (N-(2-chloroethyl)-N'-(4-methylthiophenyl)urea), O1CNCC1 (oxazolidine), CCC(CC)COC(C1=CC=CC=C1)(C2=CC=CC=C2)C(=O)N(C)CC[NH+](C)C.[Cl-] (X-100), alkylphenol. Solvent: O (water). Product: CSC1=CC=C(C=C1)N=C1OCCN1 (2-(4-methylthiophenylimino) oxazolidine). RXN SMILES: Cl[CH2:2][CH2:3][NH:4][C:5]([NH:7][C:8]1[CH:13]=[CH:12][C:11]([S:14][CH3:15])=[CH:10][CH:9]=1)=[O:6].CCC(COC(C(N(CC[NH+](C)C)C)=O)(C1C=CC=CC=1)C1C=CC=CC=1)CC.[Cl-].O1CCNC1>O>[CH3:15][S:14][C:11]1[CH:12]=[CH:13][C:8]([N:7]=[C:5]2[NH:4][CH2:3][CH2:2][O:6]2)=[CH:9][CH:10]=1 |f:1.2|. Procedure: A suspension of 15 g. (0.06 mole) of N-(2-chloroethyl)-N'-(4-methylthiophenyl)urea and 3 drops of Triton® X-100 surfactant, a polyoxyethylated derivative of alkylphenol, in 500 ml. of water is refluxed in 11/4 hours. The solution is cooled to room temperature and filtered. The filtrate is basified with ammonium hydroxide in order to precipitate the desired product. The product is filtered, washed with water, and air dried to yield 9 g. (70% of theory) of the desired oxazolidine, m.p. 124°-126° C... Starting materials: ClC=1C=CC(=NC1)SC1=C(N=CN1C)C1=CC=C(C=C1)[C@@H]1[C@H](C1)C(=O)NCCF ((1S,2S)-2-(4-{5-[(5-Chloropyridin-2-yl)thio]-1-methyl-1H-imidazol-4-yl}phenyl)-N-(2-fluoroethyl)cyclopropanecarboxamide), [H-].[Na+] (sodium hydride), IC (iodomethane), O (Water). Run in CN(C)C=O (DMF). Product: ClC=1C=CC(=NC1)SC1=C(N=CN1C)C1=CC=C(C=C1)[C@@H]1[C@H](C1)C(=O)N(C)CCF ((1S,2S)-2-(4-{5-[(5-Chloropyridin-2-yl)thio]-1-methyl-1H-imidazol-4-yl}phenyl)-N-(2-fluoroethyl)-N-methylcyclopropanecarboxamide). RXN SMILES: [Cl:1][C:2]1[CH:3]=[CH:4][C:5]([S:8][C:9]2[N:13]([CH3:14])[CH:12]=[N:11][C:10]=2[C:15]2[CH:20]=[CH:19][C:18]([C@H:21]3[CH2:23][C@@H:22]3[C:24]([NH:26][CH2:27][CH2:28][F:29])=[O:25])=[CH:17][CH:16]=2)=[N:6][CH:7]=1.[H-].[Na+].I[CH3:33].O>CN(C=O)C>[Cl:1][C:2]1[CH:3]=[CH:4][C:5]([S:8][C:9]2[N:13]([CH3:14])[CH:12]=[N:11][C:10]=2[C:15]2[CH:20]=[CH:19][C:18]([C@H:21]3[CH2:23][C@@H:22]3[C:24]([N:26]([CH2:27][CH2:28][F:29])[CH3:33])=[O:25])=[CH:17][CH:16]=2)=[N:6][CH:7]=1 |f:1.2|. Procedure: To a solution of Example 10 (10 mg, 0.023 mmol) in DMF (1 Ml) was added sodium hydride (60% in mineral oil), (6 mg, 0.139 mmol) and iodomethane (0.009 Ml, 0.139 mmol). The reaction mixture was stirred at rt for 30 min Water was added and the mixture was extracted with ethyl acetate. The organics were dried (MgSO4), concentrated, and purified on 4 g of silica gel eluting a gradient of 0-5% triethylamine in ethyl acetate to give rise to the title compound. 1H NMR (500 MHz), [CD3OD]: 8.34 (s, 1H), ... Reactants: Cl.N1=C(C=CC=C1)N(C(=O)C1=CC2=C(N(C(=N2)CNC2=CC=C(C=C2)C(N)=N)C)C=C1)CCC(=O)OC (1-methyl-2-[N-(4-amidinophenyl)aminomethyl]benzimidazol-5-yl-carboxylic acid-N-(2-pyridyl)-N-(2-methoxycarbonylethyl)amide hydrochloride), ClC(=O)OCCCC (n-butyl chloroformate), C31H35N7O5. Run in ClCCl.CO (dichloromethane methanol). The product is N1=C(C=CC=C1)N(C(=O)C1=CC2=C(N(C(=N2)CNC2=CC=C(C=C2)C(NC(=O)OCCCC)=N)C)C=C1)CCC(=O)OC (1-Methyl -2-[N-[4-(N-n-butyloxycarbonylamidino)phenyl]aminomethyl]benzimidazol-5-yl-carboxylic acid-N-(2-pyridyl)-N-(2-methoxycarbonylethyl)amide). The yield is 30.0%. Reaction SMILES: Cl.[N:2]1[CH:7]=[CH:6][CH:5]=[CH:4][C:3]=1[N:8]([CH2:32][CH2:33][C:34]([O:36][CH3:37])=[O:35])[C:9]([C:11]1[CH:31]=[CH:30][C:14]2[N:15]([CH3:29])[C:16]([CH2:18][NH:19][C:20]3[CH:25]=[CH:24][C:23]([C:26](=[NH:28])[NH2:27])=[CH:22][CH:21]=3)=[N:17][C:13]=2[CH:12]=1)=[O:10].Cl[C:39]([O:41][CH2:42][CH2:43][CH2:44][CH3:45])=[O:40]>ClCCl.CO>[N:2]1[CH:7]=[CH:6][CH:5]=[CH:4][C:3]=1[N:8]([CH2:32][CH2:33][C:34]([O:36][CH3:37])=[O:35])[C:9]([C:11]1[CH:31]=[CH:30][C:14]2[N:15]([CH3:29])[C:16]([CH2:18][NH:19][C:20]3[CH:25]=[CH:24][C:23]([C:26](=[NH:27])[NH:28][C:39]([O:41][CH2:42][CH2:43][CH2:44][CH3:45])=[O:40])=[CH:22][CH:21]=3)=[N:17][C:13]=2[CH:12]=1)=[O:10] |f:0.1,3.4|. Reported procedure: Prepared analogously to Example 90 from 1-methyl-2-[N-(4-amidinophenyl)aminomethyl]benzimidazol-5-yl-carboxylic acid-N-(2-pyridyl)-N-(2-methoxycarbonylethyl)amide hydrochloride and n-butyl chloroformate. Yield: 30% of theory, C31H35N7O5 (585.7); Rf value: 0.62 (silica gel; dichloromethane/methanol=9:1); EKA mass spectrum: (M+H)+=586; (M+H+Na)++=304.7; (M+2H)++=293.7.